This data is from the Open Reaction Database (ORD), a public repository of structured organic reaction records. The task is: describe an organic reaction: reactants, conditions, products, and yield Procedure details: HBr is passed, at 0°, into a solution in 50 ml of CH2Cl2 of 2.42 g of 1-propyl-4-p-propylphenyl-cyclohexene (obtainable by reacting 4-p-propylphenyl-cyclohexanone with C3H7MgBr, hydrolysing the product to give 1-propyl-4-p-propylphenylcyclohexan-1-ol and dehydrating the latter), the mixture is allowed to stand overnight and is worked up in the customary manner to give r-1-bromo-1-propyl-cis-4-p-propylphenylcyclohexane. Run in C(Cl)Cl (CH2Cl2). The reactants are Br (HBr), C(CC)[Mg]Br (C3H7MgBr), C(CC)C1=CC=C(C=C1)C1CCC(CC1)=O (4-p-propylphenyl-cyclohexanone), C(CC)C1=CCC(CC1)C1=CC=C(C=C1)CCC (1-propyl-4-p-propylphenyl-cyclohexene). Yields the product C(CC)C1(CCC(CC1)C1=CC=C(C=C1)CCC)O (1-propyl-4-p-propylphenylcyclohexan-1-ol). Reaction SMILES: Br.[CH2:2]([C:5]1[CH2:10][CH2:9][CH:8]([C:11]2[CH:16]=[CH:15][C:14]([CH2:17][CH2:18][CH3:19])=[CH:13][CH:12]=2)[CH2:7][CH:6]=1)[CH2:3][CH3:4].C(C1C=CC(C2CCC(=[O:35])CC2)=CC=1)CC.C([Mg]Br)CC>C(Cl)Cl>[CH2:17]([C:14]1([OH:35])[CH2:15][CH2:16][CH:11]([C:8]2[CH:9]=[CH:10][C:5]([CH2:2][CH2:3][CH3:4])=[CH:6][CH:7]=2)[CH2:12][CH2:13]1)[CH2:18][CH3:19]. Starting materials: Cc1cc(C(=O)Cl)c(C)o1, Cc1cc(C(=O)N=C=S)c(C)o1, COc1cc2nccc(Oc3ccc(N)cc3F)c2cc1OC, Cc1cc(C(=O)O)c(C)o1, CCO, Cc1ccccc1, O=S(Cl)Cl. Product: COc1cc2nccc(Oc3ccc(NC(=S)NC(=O)c4cc(C)oc4C)cc3F)c2cc1OC. Reaction SMILES: [CH3:15][c:16]1[o:17][c:18]([CH3:19])[cH:20][c:21]1[C:22]([Cl:23])=[O:24].[CH3:25][c:26]1[o:27][c:28]([CH3:36])[cH:29][c:30]1[C:31](=[O:32])[N:33]=[C:34]=[S:35].[CH3:37][O:38][c:39]1[cH:40][c:41]2[c:42]([O:51][c:52]3[c:53]([F:59])[cH:54][c:55]([NH2:56])[cH:57][cH:58]3)[cH:43][cH:44][n:45][c:46]2[cH:47][c:48]1[O:49][CH3:50].[CH3:5][c:6]1[o:7][c:8]([CH3:9])[cH:10][c:11]1[C:12]([OH:13])=[O:14].[CH3:60][CH2:61][OH:62].[CH3:63][c:64]1[cH:65][cH:66][cH:67][cH:68][cH:69]1.[S:1]([Cl:2])([Cl:3])=[O:4]>>[CH3:25][c:26]1[o:27][c:28]([CH3:36])[cH:29][c:30]1[C:31](=[O:32])[NH:33][C:34](=[S:35])[NH:56][c:55]1[cH:54][c:53]([F:59])[c:52]([O:51][c:42]2[c:41]3[cH:40][c:39]([O:38][CH3:37])[c:48]([O:49][CH3:50])[cH:47][c:46]3[n:45][cH:44][cH:43]2)[cH:58][cH:57]1. Reactants: ClC1=C(C=C(S1)C(=O)N[C@H](CN1C(C2=CC=CC=C2C1=O)=O)CC1=CC(=CC=C1)F)C1=C(C=NN1C)Cl (5-chloro-4-(4-chloro-1-methyl-1H-pyrazol-5-yl)-N-{(1S)-2-(1,3-dioxo-1,3-dihydro-2H-isoindol-2-yl)-1-[(3-fluorophenyl)methyl]ethyl}-2-thiophenecarboxamide), NN (hydrazine). Run in O1CCCC1 (tetrahydrofuran), CO (methanol). Run at time 24 hour. The product is NC[C@H](CC1=CC(=CC=C1)F)NC(=O)C=1SC(=C(C1)C1=C(C=NN1C)Cl)Cl (N-{(1S)-2-amino-1-[(3-fluorophenyl)methyl]ethyl}-5-chloro-4-(4-chloro-1-methyl-1H-pyrazol-5-yl)-2-thiophenecarboxamide). As a reaction SMILES: [Cl:1][C:2]1[S:6][C:5]([C:7]([NH:9][C@@H:10]([CH2:23][C:24]2[CH:29]=[CH:28][CH:27]=[C:26]([F:30])[CH:25]=2)[CH2:11][N:12]2C(=O)C3C(=CC=CC=3)C2=O)=[O:8])=[CH:4][C:3]=1[C:31]1[N:35]([CH3:36])[N:34]=[CH:33][C:32]=1[Cl:37].NN>O1CCCC1.CO>[NH2:12][CH2:11][C@@H:10]([NH:9][C:7]([C:5]1[S:6][C:2]([Cl:1])=[C:3]([C:31]2[N:35]([CH3:36])[N:34]=[CH:33][C:32]=2[Cl:37])[CH:4]=1)=[O:8])[CH2:23][C:24]1[CH:29]=[CH:28][CH:27]=[C:26]([F:30])[CH:25]=1. Procedure details: To a 250 mL round-bottomed flask was added 5-chloro-4-(4-chloro-1-methyl-1H-pyrazol-5-yl)-N-{(1S)-2-(1,3-dioxo-1,3-dihydro-2H-isoindol-2-yl)-1-[(3-fluorophenyl)methyl]ethyl}-2-thiophenecarboxamide (9 g, 16.15 mmol) and hydrazine (15.69 ml, 323 mmol) in tetrahydrofuran (THF) (75 ml) and methanol (75 mL). After 24 h at RT, the precipitate was filtered, the filtrate was concentrated, and the crude product was purified on a silica gel column [CHCl3/MeOH/NH4OH, 90:9:1] to give the title compound as a... Reaction conditions: time 2 hour. RXN SMILES: CS([C:5]1[N:10]=[C:9]([C:11]2[CH:16]=[CH:15][N:14]=[C:13]([CH3:17])[CH:12]=2)[CH:8]=[CH:7][N:6]=1)(=O)=O.[O:18]1CCOCC1>>[CH3:17][C:13]1[CH:12]=[C:11]([C:9]2[CH:8]=[CH:7][NH:6][C:5](=[O:18])[N:10]=2)[CH:16]=[CH:15][N:14]=1. Procedure details: 2-Methanesulfonyl-4-(2-methyl-pyridin-4-yl)-pyrimidine (720 mg, 2.89 mmol) was dissolved in dioxane (25 ml) and then 2N NaOHaq (14.4 ml, 28.9 mmol) was added. After stirring at room temperature for 2 hours, the solution was acidified with 37% HClaq. The mixture was evaporated and the residue was re-dissolved in DCM-MeOH—NH4OH (90-10-1) and evaporated. The crude was purified by flash chromatography with DCM-MeOH (9-1) to give 279 mg of the title compound. (52% yield). The yield is 52.0%. Yields the product CC1=NC=CC(=C1)C1=NC(NC=C1)=O (4-(2-Methyl-pyridin-4-yl)-1H-pyrimidin-2-one). The reactants are CS(=O)(=O)C1=NC=CC(=N1)C1=CC(=NC=C1)C (2-Methanesulfonyl-4-(2-methyl-pyridin-4-yl)-pyrimidine), O1CCOCC1 (dioxane). Reactants: [N+](=O)([O-])C1=CC=C(C=C1)N1CCNCC1 (1-(4-nitro-phenyl)-piperazine), C([O-])([O-])=O.[K+].[K+] (potassium carbonate), C(#N)C=1C=C(CBr)C=CC1 (3-cyano-benzyl bromide). Run in CC(=O)C (acetone). Conditions: time 4 hour. Yields the product C(#N)C=1C=C(CN2CCN(CC2)C2=CC=C(C=C2)[N+](=O)[O-])C=CC1 (1-(3-Cyano-benzyl)-4-(4-nitro-phenyl)-piperazine). Isolated yield 93.1%. Reaction SMILES: [N+:1]([C:4]1[CH:9]=[CH:8][C:7]([N:10]2[CH2:15][CH2:14][NH:13][CH2:12][CH2:11]2)=[CH:6][CH:5]=1)([O-:3])=[O:2].C(=O)([O-])[O-].[K+].[K+].[C:22]([C:24]1[CH:25]=[C:26]([CH:29]=[CH:30][CH:31]=1)[CH2:27]Br)#[N:23]>CC(C)=O>[C:22]([C:24]1[CH:25]=[C:26]([CH:29]=[CH:30][CH:31]=1)[CH2:27][N:13]1[CH2:14][CH2:15][N:10]([C:7]2[CH:6]=[CH:5][C:4]([N+:1]([O-:3])=[O:2])=[CH:9][CH:8]=2)[CH2:11][CH2:12]1)#[N:23] |f:1.2.3|. Procedure: To a stirred solution of 1-(4-nitro-phenyl)-piperazine (35.9 g) and potassium carbonate (71.6 g) in acetone (500 mL) was added dropwise 3-cyano-benzyl bromide (34 g) at room temperature and the mixture was heated under reflux. After 4 hours, the salts were removed by filtration, washed with acetone and the filtrate was evaporated to dryness. The residue was taken in CH2Cl2 and the solution was washed with water, dried over Na2SO4, filtered and evaporated. The oily residue was crystallized from A... Yields the product NC1(c2ccccc2)CCNCC1. RXN SMILES: [CH3:24][OH:25].[ClH:1].[H:22][H:23].[NH2:2][C:3]1([c:16]2[cH:17][cH:18][cH:19][cH:20][cH:21]2)[CH2:4][CH2:5][N:6]([CH2:9][c:10]2[cH:11][cH:12][cH:13][cH:14][cH:15]2)[CH2:7][CH2:8]1>>[NH2:2][C:3]1([c:16]2[cH:17][cH:18][cH:19][cH:20][cH:21]2)[CH2:4][CH2:5][NH:6][CH2:7][CH2:8]1. Reactants: CO, Cl, [H][H], NC1(c2ccccc2)CCN(Cc2ccccc2)CC1. Reactants: [N+](=O)([O-])C1=C(C=C(C=C1)Cl)C(O)C1=C(C=CC=C1Cl)Cl ((2-nitro-5-chlorophenyl)(2,6-dichlorophenyl)methanol), C(=O)[O-].[NH4+] (ammonium formate). Reagents/catalysts: [Pt]=O (platinum oxide). Run in CO (methanol). Reaction conditions: temperature 50 celsius, time 5 hour. Yields the product NC1=C(C=C(C=C1)Cl)C(O)C1=C(C=CC=C1Cl)Cl ((2-amino-5-chlorophenyl)(2,6-dichlorophenyl)methanol). Yield: 38.8%. RXN SMILES: [N+:1]([C:4]1[CH:9]=[CH:8][C:7]([Cl:10])=[CH:6][C:5]=1[CH:11]([C:13]1[C:18]([Cl:19])=[CH:17][CH:16]=[CH:15][C:14]=1[Cl:20])[OH:12])([O-])=O.C([O-])=O.[NH4+]>CO.[Pt]=O>[NH2:1][C:4]1[CH:9]=[CH:8][C:7]([Cl:10])=[CH:6][C:5]=1[CH:11]([C:13]1[C:14]([Cl:20])=[CH:15][CH:16]=[CH:17][C:18]=1[Cl:19])[OH:12] |f:1.2|. Procedure details: To 3.9 g of (2-nitro-5-chlorophenyl)(2,6-dichlorophenyl)methanol dissolved in 37 ml of methanol are added 5.25 g of ammonium formate and 0.374 g of platinum oxide. The mixture is left for 5 hours at room temperature and then heated at 50° C. for 18 hours. The resulting mixture is filtered through Celite and the filtrate is concentrated. The residue is taken up in ethyl acetate and washed with water. The organic phase is dried over anhydrous sodium sulfate and concentrated. The residue is chromat...